Dataset: the Open Reaction Database (ORD), a public repository of structured organic reaction records. Task: describe an organic reaction: reactants, conditions, products, and yield Isolated yield 100.0%. The solvent is C(C)O (ethanol). Procedure details: A mixture of 2-chloromethyl-7-methylimidazo[1,2-a]pyridine (5.0 g) and thiourea (2.2 g) in ethanol (10 ml) was refluxed for 20 minutes and the mixture was added to a ethyl acetate (100 ml) under stirring. The isolated precipitate was collected by filtration and washed with ethyl acetate to give S-(7-methylimidazo[1,2-a]pyridin-2-ylmethyl)isothiourea hydrochloride (7.11 g). Reaction SMILES: [Cl:1][CH2:2][C:3]1[N:4]=[C:5]2[CH:10]=[C:9]([CH3:11])[CH:8]=[CH:7][N:6]2[CH:12]=1.[NH2:13][C:14]([NH2:16])=[S:15].C(OCC)(=O)C>C(O)C>[ClH:1].[CH3:11][C:9]1[CH:8]=[CH:7][N:6]2[CH:12]=[C:3]([CH2:2][S:15][C:14](=[NH:13])[NH2:16])[N:4]=[C:5]2[CH:10]=1 |f:4.5|. Product: Cl.CC1=CC=2N(C=C1)C=C(N2)CSC(N)=N (S-(7-methylimidazo[1,2-a]pyridin-2-ylmethyl)isothiourea hydrochloride). Reactants: ClCC=1N=C2N(C=CC(=C2)C)C1 (2-chloromethyl-7-methylimidazo[1,2-a]pyridine), NC(=S)N (thiourea), C(C)(=O)OCC (ethyl acetate). The product is CC(=O)c1nc(Cn2cc(NC(=O)OCc3ccccc3Cl)cn2)co1. The reactants are CC(O)c1nc(Cn2cc(NC(=O)OCc3ccccc3Cl)cn2)co1, N#N, O=[Mn]=O. As a reaction SMILES: [Cl:3][c:4]1[c:5]([CH2:6][O:7][C:8]([NH:9][c:10]2[cH:11][n:12][n:13]([CH2:15][c:16]3[n:17][c:18]([CH:21]([CH3:22])[OH:23])[o:19][cH:20]3)[cH:14]2)=[O:24])[cH:25][cH:26][cH:27][cH:28]1.[N:1]#[N:2].[O:29]=[Mn:30]=[O:31]>>[Cl:3][c:4]1[c:5]([CH2:6][O:7][C:8]([NH:9][c:10]2[cH:11][n:12][n:13]([CH2:15][c:16]3[n:17][c:18]([C:21]([CH3:22])=[O:23])[o:19][cH:20]3)[cH:14]2)=[O:24])[cH:25][cH:26][cH:27][cH:28]1.